Dataset: the Open Reaction Database (ORD), a public repository of structured organic reaction records. Task: describe an organic reaction: reactants, conditions, products, and yield Starting materials: Cl, N#C[Cu], O=N[O-], Nc1cc(C(=O)O)ccc1Cl, [Na+], O. The product is N#Cc1cc(C(=O)O)ccc1Cl. Reaction SMILES: [ClH:12].[Cu:17][C:18]#[N:19].[N:13]([O-:14])=[O:15].[NH2:1][c:2]1[cH:3][c:4]([C:5](=[O:6])[OH:7])[cH:8][cH:9][c:10]1[Cl:11].[Na+:16].[OH2:20]>>[c:2]1([C:18]#[N:19])[cH:3][c:4]([C:5](=[O:6])[OH:7])[cH:8][cH:9][c:10]1[Cl:11].